Dataset: the Open Reaction Database (ORD), a public repository of structured organic reaction records. Task: describe an organic reaction: reactants, conditions, products, and yield Reactants: COC1=CC=C(C=C1)C(C1=CC=CC=C1)(C1=CC=C(C=C1)OC)NC1=N[C@](C(C(N1C)=O)(C)C)(C)C1=C(C=CC(=C1)Br)F ((S)-2-{[bis-(4-methoxy-phenyl)-phenyl-methyl]-amino}-6-(5-bromo-2-fluoro-phenyl)-3,5,5,6-tetramethyl-5,6-dihydro-3H-pyrimidin-4-one), COC1=CC=C(C=C1)C(C1=CC=CC=C1)(C1=CC=C(C=C1)OC)NC1=N[C@](C(C(N1C)=O)(C)C)(C)C1=C(C=CC(=C1)Br)F ((S)-2-{[bis-(4-methoxy-phenyl)-phenyl-methyl]-amino}-6-(5-bromo-2-fluoro-phenyl)-3,5,5,6-tetramethyl-5,6-dihydro-3H-pyrimidin-4-one), FC(COC1=CC=C(C=N1)N)(F)F (6-(2,2,2-trifluoro-ethoxy)-pyridin-3-ylamine). The product is NC1=N[C@](C(C(N1C)=O)(C)C)(C)C1=C(C=CC(=C1)NC=1C=NC(=CC1)OCC(F)(F)F)F ((S)-2-Amino-6-(2-fluoro-5-(6-(2,2,2-trifluoroethoxy)pyridin-3-ylamino)phenyl)-3,5,5,6-tetramethyl-5,6-dihydropyrimidin-4(3H)-one). Reaction SMILES: COC1C=CC(C([NH:24][C:25]2[N:30]([CH3:31])[C:29](=[O:32])[C:28]([CH3:34])([CH3:33])[C@:27]([C:36]3[CH:41]=[C:40](Br)[CH:39]=[CH:38][C:37]=3[F:43])([CH3:35])[N:26]=2)(C2C=CC(OC)=CC=2)C2C=CC=CC=2)=CC=1.[F:44][C:45]([F:56])([F:55])[CH2:46][O:47][C:48]1[N:53]=[CH:52][C:51]([NH2:54])=[CH:50][CH:49]=1>>[NH2:24][C:25]1[N:30]([CH3:31])[C:29](=[O:32])[C:28]([CH3:34])([CH3:33])[C@:27]([C:36]2[CH:41]=[C:40]([NH:54][C:51]3[CH:52]=[N:53][C:48]([O:47][CH2:46][C:45]([F:44])([F:55])[F:56])=[CH:49][CH:50]=3)[CH:39]=[CH:38][C:37]=2[F:43])([CH3:35])[N:26]=1. Procedure details: The coupling of (S)-2-{[bis-(4-methoxy-phenyl)-phenyl-methyl]-amino}-6-(5-bromo-2-fluoro-phenyl)-3,5,5,6-tetramethyl-5,6-dihydro-3H-pyrimidin-4-one (intermediate K) and 6-(2,2,2-trifluoro-ethoxy)-pyridin-3-ylamine according to procedure B followed by deprotection yielded the title compound as an off-white foam. MS (ESI): m/z=454.2 [M+H]+. The reactants are [Na] (sodium), Cl.NCCS (cysteamine hydrochloride), Cl.ClCC1=NC=CC=C1OC (2-chloromethyl-3-methoxypyridine hydrochloride). Solvent: C(C)O (ethanol), C(C)O (ethanol). Run at time 2 hour. Product: NCCSCC1=NC=CC=C1OC (2-[2-aminoethylthiomethyl]-3-methoxypyridine). The yield is 100.0%. Reaction SMILES: [Na].Cl.[NH2:3][CH2:4][CH2:5][SH:6].Cl.Cl[CH2:9][C:10]1[C:15]([O:16][CH3:17])=[CH:14][CH:13]=[CH:12][N:11]=1>C(O)C>[NH2:3][CH2:4][CH2:5][S:6][CH2:9][C:10]1[C:15]([O:16][CH3:17])=[CH:14][CH:13]=[CH:12][N:11]=1 |f:1.2,3.4,^1:0|. Procedure details: To a solution of sodium (1.65 g) in ethanol (75 ml) was added cysteamine hydrochloride (2.9 g) and after stirring for 5 minutes a solution of 2-chloromethyl-3-methoxypyridine hydrochloride (4.5 g) in ethanol (75 ml) was added over 25 minutes. The mixture was stirred for 2 hours at 15° and the sodium chloride was filtered off and the filtrate was evaporated to give 2-[2-aminoethylthiomethyl]-3-methoxypyridine (4.6 g) as a colourless oil. Reactants: Cl (HCl), C(C)(C)(C)OC(=O)N1N=CC(=C1)C=1C=C(C=2N(C1)C(=C(N2)C2=CC=C(C=C2)C2(CCC2)N)C2=CC=CC=C2)OC (4-{2-[4-(1-amino-cyclobutyl)-phenyl]-8-methoxy-3-phenyl-imidazo[1,2-a]pyridin-6-yl}-pyrazole-1-carboxylic acid tert-butyl ester), [OH-].[Na+] (sodium hydroxide). Product: COC=1C=2N(C=C(C1)C=1C=NNC1)C(=C(N2)C2=CC=C(C=C2)C2(CCC2)N)C2=CC=CC=C2 (1-{4-[8-methoxy-3-phenyl-6-(1H-pyrazol-4-yl)-imidazo[1,2-a]pyridin-2-yl]-phenyl}-cyclobutylamine). The solvent is C(Cl)Cl.CO (DCM MeOH). Reaction SMILES: C(OC([N:8]1[CH:12]=[C:11]([C:13]2[CH:14]=[C:15]([O:39][CH3:40])[C:16]3[N:17]([C:19]([C:33]4[CH:38]=[CH:37][CH:36]=[CH:35][CH:34]=4)=[C:20]([C:22]4[CH:27]=[CH:26][C:25]([C:28]5([NH2:32])[CH2:31][CH2:30][CH2:29]5)=[CH:24][CH:23]=4)[N:21]=3)[CH:18]=2)[CH:10]=[N:9]1)=O)(C)(C)C.Cl.[OH-].[Na+]>C(Cl)Cl.CO>[CH3:40][O:39][C:15]1[C:16]2[N:17]([C:19]([C:33]3[CH:38]=[CH:37][CH:36]=[CH:35][CH:34]=3)=[C:20]([C:22]3[CH:23]=[CH:24][C:25]([C:28]4([NH2:32])[CH2:29][CH2:30][CH2:31]4)=[CH:26][CH:27]=3)[N:21]=2)[CH:18]=[C:13]([C:11]2[CH:10]=[N:9][NH:8][CH:12]=2)[CH:14]=1 |f:2.3,4.5|. Conditions: time 8 hour. Procedure: The crude product from Step 1 was dissolved in DCM/MeOH (1.2 mL/0.74 mL) and treated with HCl (4M solution in dioxane, 0.9 mL). The reaction was stirred at rt overnight before it was poured onto ice, made alkaline with dilute aqueous sodium hydroxide solution (2M) and extracted with DCM. The organic phase was washed with brine, dried and concentrated in vacuo. Purification was achieved by chromatography on silica gel to give the title compound (18 mg). The reactants are crude material, Cl (hydrochloric acid), C(C)(C)[N-]C(C)C.[Li+] (lithium diisopropylamide), ClC1=CC=C(C=C1)C1=NN(C(=C1)C)C=1C(CCC1OC)=O (2-[3-(4-chloro-phenyl)-5-methyl-pyrazol-1-yl]-3-methoxy-cyclopent-2-enone), O1CCCC1 (tetrahydrofuran). The solvent is CC(=O)C (acetone). Reaction conditions: time 30 minute. The product is ClC1=CC=C(C=C1)C1=NN(C(=C1)C)C1C(CC(C1=O)CC1CCOCC1)=O (2-[3-(4-chloro-phenyl)-5-methyl-pyrazol-1-yl]-4-(tetrahydro-pyran-4-ylmethyl)-cyclopentane-1,3-dione). As a reaction SMILES: [CH:1]([N-]C(C)C)(C)[CH3:2].[Li+].Cl[C:10]1[CH:15]=[CH:14][C:13]([C:16]2[CH:20]=[C:19]([CH3:21])[N:18]([C:22]3[C:23](=[O:29])[CH2:24][CH2:25][C:26]=3[O:27]C)[N:17]=2)=[CH:12][CH:11]=1.[ClH:30].[O:31]1[CH2:35][CH2:34][CH2:33][CH2:32]1>CC(C)=O>[Cl:30][C:10]1[CH:15]=[CH:14][C:13]([C:16]2[CH:20]=[C:19]([CH3:21])[N:18]([CH:22]3[C:23](=[O:29])[CH:24]([CH2:32][CH:33]4[CH2:2][CH2:1][O:31][CH2:35][CH2:34]4)[CH2:25][C:26]3=[O:27])[N:17]=2)=[CH:12][CH:11]=1 |f:0.1|. Procedure details: A solution of lithium diisopropylamide (1.8 M in tetrahydrofuran/heptane/ethylbenzene, 0.25 ml, 0.45 mmol) was added drop wise to a solution of 2-[3-(4-chloro-phenyl)-5-methyl-pyrazol-1-yl]-3-methoxy-cyclopent-2-enone (124 mg, 0.41 mmol) in anhydrous tetrahydrofuran (1 ml) at −78° C., under nitrogen, and allowed to stir at this temperature for 30 minutes. Tetrahydropyranyl-4-carbaldehyde (51.5 mg, 0.45 mmol) was added drop wise and the reaction stirred at −78° C. for a further 30 minutes. The re... The reactants are CN1CCC(=C(C1)C1=CC=CC=C1)CO ((1-methyl-5-phenyl-1,2,3,6-tetrahydropyridin-4-yl)methanol), O=S(Cl)Cl (SOCl2). The solvent is C(Cl)Cl (DCM). Conditions: time 30 minute. Yields the product ClCC=1CCN(CC1C1=CC=CC=C1)C (4-(chloromethyl)-1-methyl-5-phenyl-1,2,3,6-tetrahydropyridine), Cl (HCl). As a reaction SMILES: [CH3:1][N:2]1[CH2:7][C:6]([C:8]2[CH:13]=[CH:12][CH:11]=[CH:10][CH:9]=2)=[C:5]([CH2:14]O)[CH2:4][CH2:3]1.O=S(Cl)[Cl:18]>C(Cl)Cl>[Cl:18][CH2:14][C:5]1[CH2:4][CH2:3][N:2]([CH3:1])[CH2:7][C:6]=1[C:8]1[CH:13]=[CH:12][CH:11]=[CH:10][CH:9]=1.[ClH:18]. Procedure details: To a solution of (1-methyl-5-phenyl-1,2,3,6-tetrahydropyridin-4-yl)methanol (130 mg, 0.64 mmol) in DCM (4 mL) was added SOCl2 (1.16 mL, 16 mmol) at room temperature, after stirred at room temperature for 30 min, the mixture was concentrated, dried under high vacuum to give 4-(chloromethyl)-1-methyl-5-phenyl-1,2,3,6-tetrahydropyridine as crude HCl salt. Reactants: C1CCOC1, N#Cc1c(Cl)c(Cl)c(Cl)c(Cl)c1C#N, O, O=S(=O)(O)O, [Zn]. The product is N#Cc1c(Cl)cc(Cl)c(Cl)c1C#N. As a reaction SMILES: [CH2:15]1[O:16][CH2:17][CH2:18][CH2:19]1.[Cl:1][c:2]1[c:3]([C:13]#[N:14])[c:4]([C:5]#[N:6])[c:7]([Cl:12])[c:8]([Cl:11])[c:9]1[Cl:10].[OH2:25].[S:20](=[O:21])(=[O:22])([OH:23])[OH:24].[Zn:26]>>[Cl:1][c:2]1[c:3]([C:13]#[N:14])[c:4]([C:5]#[N:6])[c:7]([Cl:12])[cH:8][c:9]1[Cl:10].